This data is from the Open Reaction Database (ORD), a public repository of structured organic reaction records. The task is: describe an organic reaction: reactants, conditions, products, and yield Starting materials: C(#N)C(=C([O-])C(=O)OCC)C.[K+] (Potassium 2-cyano-1-ethoxycarbonyl-2-methylethenolate), CCO (EtOH), Cl.C(C)(C)(C)NN (t-butylhydrazine hydrochloride). Run in CCOC(=O)C (EtOAc), O (water). Product: C(C)OC(=O)C1=NN(C(=C1C)N)C(C)(C)C (5-Amino-1-tert-butyl-4-methyl-1H-pyrazole-3-carboxylic acid ethyl ester). RXN SMILES: [C:1]([C:3]([CH3:11])=[C:4]([C:6]([O:8][CH2:9][CH3:10])=[O:7])[O-])#[N:2].[K+].CCO.Cl.[C:17]([NH:21][NH2:22])([CH3:20])([CH3:19])[CH3:18]>CCOC(C)=O.O>[CH2:9]([O:8][C:6]([C:4]1[C:3]([CH3:11])=[C:1]([NH2:2])[N:21]([C:17]([CH3:20])([CH3:19])[CH3:18])[N:22]=1)=[O:7])[CH3:10] |f:0.1,3.4|. Procedure details: Placed 47 (1.0 eq.) into a sealed pressure reaction flask. Added EtOH and t-butylhydrazine hydrochloride (1.1 eq.). The pressure flask was capped and heated to reflux. After a time sufficient for reaction completion, the mixture was evaporated to dryness and the solid obtained was dissolved in equal amounts of EtOAc and water. The organic layer was washed with saturated aqueous NaHCO3, brine, dried with MgSO4, and evaporated. This slightly yellow solid was triturated with hexanes and filtered to...